The task is: describe an organic reaction: reactants, conditions, products, and yield. This data is from the Open Reaction Database (ORD), a public repository of structured organic reaction records. Starting materials: OCC1CC=CCC1CO (4,5-di(hydroxymethyl)cyclohexene), C(CC)(=O)O (propionic acid), C([O-])([O-])=O.[Na+].[Na+] (sodium carbonate), OCC1CC2C(CC1CO)O2 (4,5-di(hydroxymethyl)cyclohexene oxide), C(C)(=O)OC=C (vinyl acetate), di-μ-chlorobis(1,5-cyclooctadiene)diiridium(I) [Ir(cod)Cl]2, ClC1=CC(=CC=C1)C(=O)OO (m-chloroperbenzoic acid), OCC1CC2C(CC1CO)O2 (4,5-di(hydroxymethyl)cyclohexene oxide), C(C)(=O)OC=C (vinyl acetate). Run in C1(=CC=CC=C1)C (toluene). Conditions: time 1 hour. Yields the product C(=C)OCC1CC2C(CC1COC=C)O2 (4,5-di(vinyloxymethyl)cyclohexene oxide). Isolated yield 82.0%. RXN SMILES: O[CH2:2][CH:3]1C(CO)CC=CC1.Cl[C:12]1C=CC=C(C(OO)=O)[CH:13]=1.[OH:22][CH2:23][CH:24]1[CH:29]([CH2:30][OH:31])[CH2:28][CH:27]2[O:32][CH:26]2[CH2:25]1.C(=O)([O-])[O-].[Na+].[Na+].C(O)(=O)CC.C(OC=C)(=O)C>C1(C)C=CC=CC=1>[CH:2]([O:22][CH2:23][CH:24]1[CH:29]([CH2:30][O:31][CH:12]=[CH2:13])[CH2:28][CH:27]2[O:32][CH:26]2[CH2:25]1)=[CH2:3] |f:3.4.5|. Procedure: 4,5-di(hydroxymethyl)cyclohexene was epoxidized with m-chloroperbenzoic acid and thereby yielded 4,5-di(hydroxymethyl)cyclohexene oxide (cis-trans mixture). A mixture (280 mL) of sodium carbonate 24.9 g (0.23 mol) and toluene was heated to 95° C., and 1.4 g of propionic acid was added to the mixture. Maintaining the temperature of the reaction mixture, the mixture was combined with 19 g of vinyl acetate added dropwise, and fifteen minutes later, further combined with 1.27 g (1.9 mmol) of di-μ-ch... The reactants are COC(=O)C(CC1CCCO1)c1ccc(SC)c(Cl)c1, CO, [Li+], [OH-]. Product: CSc1ccc(C(CC2CCCO2)C(=O)O)cc1Cl. Reaction SMILES: [CH3:1][O:2][C:3]([CH:4]([CH2:5][CH:6]1[O:7][CH2:8][CH2:9][CH2:10]1)[c:11]1[cH:12][c:13]([Cl:19])[c:14]([S:17][CH3:18])[cH:15][cH:16]1)=[O:20].[CH3:23][OH:24].[Li+:21].[OH-:22]>>[O:2]=[C:3]([CH:4]([CH2:5][CH:6]1[O:7][CH2:8][CH2:9][CH2:10]1)[c:11]1[cH:12][c:13]([Cl:19])[c:14]([S:17][CH3:18])[cH:15][cH:16]1)[OH:20]. As a reaction SMILES: Cl[C:2]1[CH:3]=[C:4]2[N:11]([CH3:12])[CH:10]([CH3:13])[CH2:9][N:5]2[C:6](=[O:8])[N:7]=1.[F:14][C:15]1[CH:16]=[C:17]([CH2:33][OH:34])[CH:18]=[CH:19][C:20]=1[O:21][C:22]1[CH:27]=[C:26]([C:28]([F:31])([F:30])[F:29])[CH:25]=[C:24]([F:32])[CH:23]=1>>[F:14][C:15]1[CH:16]=[C:17]([CH:18]=[CH:19][C:20]=1[O:21][C:22]1[CH:27]=[C:26]([C:28]([F:29])([F:30])[F:31])[CH:25]=[C:24]([F:32])[CH:23]=1)[CH2:33][O:34][C:2]1[CH:3]=[C:4]2[N:11]([CH3:12])[CH:10]([CH3:13])[CH2:9][N:5]2[C:6](=[O:8])[N:7]=1. Product: FC=1C=C(COC=2C=C3N(C(N2)=O)CC(N3C)C)C=CC1OC1=CC(=CC(=C1)C(F)(F)F)F (7-((3-fluoro-4-(3-fluoro-5-(trifluoromethyl)phenoxy)benzyl)oxy)-1,2-dimethyl-2,3-dihydroimidazo[1,2-c]pyrimidin-5(1H)-one). Reported procedure: The title compound was prepared by a procedure similar to that described for E9 starting from 7-chloro-1,2-dimethyl-2,3-dihydroimidazo[1,2-c]pyrimidin-5(1H)-one and (3-fluo-ro-4-(3-fluoro-5-(trifluoromethyl)phenoxy)phenyl)methanol. The reactants are E9, ClC=1C=C2N(C(N1)=O)CC(N2C)C (7-chloro-1,2-dimethyl-2,3-dihydroimidazo[1,2-c]pyrimidin-5(1H)-one), FC=1C=C(C=CC1OC1=CC(=CC(=C1)C(F)(F)F)F)CO ((3-fluo-ro-4-(3-fluoro-5-(trifluoromethyl)phenoxy)phenyl)methanol). Run in ClCCl (dichloromethane). The reactants are O (water), CN(C(CNC(OC(C)(C)C)=O)=O)CC=1C=C(C=CC1)C1=CC=C(C=C1)N1CCNCC1 (tert-Butyl (2-{methyl[(4′-piperazin-1-ylbiphenyl-3-yl)methyl]amino}-2-oxoethyl)carbamate), C(C)I (ethyl iodide), TEA. RXN SMILES: [CH3:1][N:2]([CH2:14][C:15]1[CH:16]=[C:17]([C:21]2[CH:26]=[CH:25][C:24]([N:27]3[CH2:32][CH2:31][NH:30][CH2:29][CH2:28]3)=[CH:23][CH:22]=2)[CH:18]=[CH:19][CH:20]=1)[C:3](=[O:13])[CH2:4][NH:5][C:6](=[O:12])[O:7][C:8]([CH3:11])([CH3:10])[CH3:9].[CH2:33](I)[CH3:34].O>ClCCl>[CH2:33]([N:30]1[CH2:31][CH2:32][N:27]([C:24]2[CH:23]=[CH:22][C:21]([C:17]3[CH:18]=[CH:19][CH:20]=[C:15]([CH2:14][N:2]([CH3:1])[C:3](=[O:13])[CH2:4][NH:5][C:6](=[O:12])[O:7][C:8]([CH3:11])([CH3:9])[CH3:10])[CH:16]=3)=[CH:26][CH:25]=2)[CH2:28][CH2:29]1)[CH3:34]. The yield is 71.5%. Product: C(C)N1CCN(CC1)C1=CC=C(C=C1)C1=CC(=CC=C1)CN(C(CNC(OC(C)(C)C)=O)=O)C (tert-butyl {2-[{[4′-(4-ethylpiperazin-1-yl)biphenyl-3-yl]methyl}(methyl)amino]-2-oxoethyl}carbamate). Procedure details: tert-Butyl (2-{methyl[(4′-piperazin-1-ylbiphenyl-3-yl)methyl]amino}-2-oxoethyl)carbamate (180 mg) was dissolved in dichloromethane (3.6 ml), and TEA (125 mg) was added thereto under ice-cooling. Subsequently, ethyl iodide (128 mg) was added thereto, followed by stirring at room temperature overnight. To the reaction mixture was added water, followed by extraction with CHCl3. The organic layer was dried over MgSO4, and then the solvent was evaporated under reduced pressure. The obtained residue w... Run at time 8 hour. Starting materials: NC=1C=C(OC2=CC(=NC=N2)N2CCC(CC2)N2C(NC3=C(CC2)C=C(C=C3)OC)=O)C=C(C1N)C (3-{1-[6-(3,4-diamino-5-methyl-phenoxy)-pyrimidin-4-yl]-piperidin-4-yl}-7-methoxy-1,3,4,5-tetrahydro-benzo[d][1,3]diazepin-2-one), FC(CC(=O)O)(F)F (3,3,3-tri-fluoropropionic acid), CN(C)C(=[N+](C)C)ON1C2=C(C=CC=C2)N=N1.[B-](F)(F)(F)F (TBTU), TEA, C(C)(=O)O (acetic acid). The solvent is CN(C)C=O (DMF). Conditions: time 8 hour. Product: COC1=CC2=C(NC(N(CC2)C2CCN(CC2)C2=NC=NC(=C2)OC2=CC3=C(N=C(N3)CC(F)(F)F)C(=C2)C)=O)C=C1 (7-methoxy-3-(1-{6-[7-methyl-2-(2,2,2-trifluoroethyl)-3H-benzimidazol-5-yloxy]-pyrimidin-4-yl}-piperidin-4-yl)-1,3,4,5-tetrahydro-benzo[d][1,3]diazepin-2-one). Reaction SMILES: [NH2:1][C:2]1[CH:3]=[C:4]([CH:32]=[C:33]([CH3:36])[C:34]=1[NH2:35])[O:5][C:6]1[N:11]=[CH:10][N:9]=[C:8]([N:12]2[CH2:17][CH2:16][CH:15]([N:18]3[CH2:24][CH2:23][C:22]4[CH:25]=[C:26]([O:29][CH3:30])[CH:27]=[CH:28][C:21]=4[NH:20][C:19]3=[O:31])[CH2:14][CH2:13]2)[CH:7]=1.[F:37][C:38]([F:44])([F:43])[CH2:39][C:40](O)=O.CN(C(ON1N=NC2C=CC=CC1=2)=[N+](C)C)C.[B-](F)(F)(F)F.C(O)(=O)C>CN(C=O)C>[CH3:30][O:29][C:26]1[CH:27]=[CH:28][C:21]2[NH:20][C:19](=[O:31])[N:18]([CH:15]3[CH2:14][CH2:13][N:12]([C:8]4[CH:7]=[C:6]([O:5][C:4]5[CH:32]=[C:33]([CH3:36])[C:34]6[N:35]=[C:40]([CH2:39][C:38]([F:44])([F:43])[F:37])[NH:1][C:2]=6[CH:3]=5)[N:11]=[CH:10][N:9]=4)[CH2:17][CH2:16]3)[CH2:24][CH2:23][C:22]=2[CH:25]=1 |f:2.3|. Procedure details: 0.20 g (0.42 mmol) 3-{1-[6-(3,4-diamino-5-methyl-phenoxy)-pyrimidin-4-yl]-piperidin-4-yl}-7-methoxy-1,3,4,5-tetrahydro-benzo[d][1,3]diazepin-2-one, 60 mg (0.46 mmol) 3,3,3-tri-fluoropropionic acid, 0.15 g (0.47 mmol) TBTU and 0.14 mL (1.0 mmol) TEA in 2.0 mL DMF were stirred for 4 h at RT. Then 2.0 mL glacial acetic acid was added and the mixture was stirred overnight at RT. In addition the reaction mixture was stirred for 1 h at 100° C., then cooled and purified by preparative HPLC-MS. The prod... Starting materials: [Al+3], CCOC(=O)c1cn(-c2ncccc2COC2CC2)nc1C, [Cl-], [H-], [H-], [H-], [H-], [Li+], [NH4+], C1CCOC1. The product is Cc1nn(-c2ncccc2COC2CC2)cc1C=O. Reaction SMILES: [Al+3:24].[CH2:1]([O:3][C:4](=[O:2])[c:6]1[c:7]([CH3:22])[n:8][n:9](-[c:11]2[n:12][cH:13][cH:14][cH:15][c:16]2[CH2:17][O:18][CH:19]2[CH2:20][CH2:21]2)[cH:10]1)[CH3:5].[Cl-:29].[H-:23].[H-:26].[H-:27].[H-:28].[Li+:25].[NH4+:30].[O:31]1[CH2:32][CH2:33][CH2:34][CH2:35]1>>[O:3]=[CH:4][c:6]1[c:7]([CH3:22])[n:8][n:9](-[c:11]2[n:12][cH:13][cH:14][cH:15][c:16]2[CH2:17][O:18][CH:19]2[CH2:20][CH2:21]2)[cH:10]1. Starting materials: CN(C(=O)OC(C)(C)C)C1CN(c2ncc(Br)n3nnnc23)C1, O=C([O-])[O-], C1COCCO1, [Cs+], [Cs+], O, c1ccc(P(c2ccccc2)(c2ccccc2)[Pd](P(c2ccccc2)(c2ccccc2)c2ccccc2)(P(c2ccccc2)(c2ccccc2)c2ccccc2)P(c2ccccc2)(c2ccccc2)c2ccccc2)cc1, OB(O)c1cccs1. Yields the product CN(C(=O)OC(C)(C)C)C1CN(c2ncc(-c3cccs3)n3nnnc23)C1. RXN SMILES: [Br:1][c:2]1[cH:3][n:4][c:5]([N:11]2[CH2:12][CH:13]([N:15]([C:16]([O:17][C:18]([CH3:19])([CH3:20])[CH3:21])=[O:22])[CH3:23])[CH2:14]2)[c:6]2[n:7]1[n:8][n:9][n:10]2.[C:32](=[O:33])([O-:34])[O-:35].[CH2:38]1[O:39][CH2:40][CH2:41][O:42][CH2:43]1.[Cs+:36].[Cs+:37].[OH2:121].[cH:44]1[cH:45][cH:46][c:47]([P:48]([Pd:49]([P:50]([c:51]2[cH:52][cH:53][cH:54][cH:55][cH:56]2)([c:57]2[cH:58][cH:59][cH:60][cH:61][cH:62]2)[c:63]2[cH:64][cH:65][cH:66][cH:67][cH:68]2)([P:69]([c:70]2[cH:71][cH:72][cH:73][cH:74][cH:75]2)([c:76]2[cH:77][cH:78][cH:79][cH:80][cH:81]2)[c:82]2[cH:83][cH:84][cH:85][cH:86][cH:87]2)[P:88]([c:89]2[cH:90][cH:91][cH:92][cH:93][cH:94]2)([c:95]2[cH:96][cH:97][cH:98][cH:99][cH:100]2)[c:101]2[cH:102][cH:103][cH:104][cH:105][cH:106]2)([c:107]2[cH:108][cH:109][cH:110][cH:111][cH:112]2)[c:113]2[cH:114][cH:115][cH:116][cH:117][cH:118]2)[cH:119][cH:120]1.[s:24]1[c:25]([B:29]([OH:30])[OH:31])[cH:26][cH:27][cH:28]1>>[c:2]1(-[c:25]2[s:24][cH:28][cH:27][cH:26]2)[cH:3][n:4][c:5]([N:11]2[CH2:12][CH:13]([N:15]([C:16]([O:17][C:18]([CH3:19])([CH3:20])[CH3:21])=[O:22])[CH3:23])[CH2:14]2)[c:6]2[n:7]1[n:8][n:9][n:10]2.